This data is from the Open Reaction Database (ORD), a public repository of structured organic reaction records. The task is: describe an organic reaction: reactants, conditions, products, and yield The product is C(#N)N=C1N(CCN1)C1=CC(OC2=C1C=C(C=C2)C#N)(C)C (4-(2-cyanoiminoimidazolidin-1-yl)-2,2-dimethyl-2H-1-benzopyran-6-carbonitrile). Isolated yield 58.5%. As a reaction SMILES: C(O[C@H:5]1[C@H:10]([N:11]2[CH2:15][CH2:14][NH:13][C:12]2=[N:16][C:17]#[N:18])[C:9]2[CH:19]=[C:20]([C:23]#[N:24])[CH:21]=[CH:22][C:8]=2[O:7][C:6]1([CH3:26])[CH3:25])(=O)C.N12CCCN=C1CCCCC2>C1(C)C=CC=CC=1>[C:17]([N:16]=[C:12]1[NH:13][CH2:14][CH2:15][N:11]1[C:10]1[C:9]2[CH:19]=[C:20]([C:23]#[N:24])[CH:21]=[CH:22][C:8]=2[O:7][C:6]([CH3:26])([CH3:25])[CH:5]=1)#[N:18]. The reactants are C(C)(=O)O[C@@H]1C(OC2=C([C@H]1N1C(NCC1)=NC#N)C=C(C=C2)C#N)(C)C (trans-3-acetoxy-4-(2-cyanoiminoimidazolidin-1-yl)-3,4-dihydro-2,2-dimethyl-2H-1-benzopyran-6-carbonitrile), N12CCCCCC2=NCCC1 (1,8-diazabicyclo[5.4.0]undec-7-ene). The solvent is C1(=CC=CC=C1)C (toluene). Procedure: To a suspension of trans-3-acetoxy-4-(2-cyanoiminoimidazolidin-1-yl)-3,4-dihydro-2,2-dimethyl-2H-1-benzopyran-6-carbonitrile (0.35 g) in toluene (7 ml) was added 1,8-diazabicyclo[5.4.0]undec-7-ene (0.19 ml) and the mixture was stirred under reflux for 2.5 hours. The solvent was evaporated in vacuo and the residue was dissolved in a mixture of ethyl acetate and water. The organic layer was separated, washed with brine, dried over anhydrous magnesium sulfate, and evaporated in vacuo. The residue w... The reactants are CN1CCOCC1 (4-methylmorpholine), Mg2SO4, [Si](C1=CC=CC=C1)(C1=CC=CC=C1)(C(C)(C)C)OC[C@@H]1C([C@](CC1)(C)CO)(C)C (((1R,3S)-3-((tert-butyldiphenylsilyloxy)methyl)-1,2,2-trimethylcyclopentyl)methanol). The reagents and catalysts are [Ru](=O)(=O)(=O)[O-].C(CC)[N+](CCC)(CCC)CCC (tetrapropylammonium perruthenate). The solvent is C(Cl)Cl (CH2Cl2). Run at time 4 hour. The product is [Si](C1=CC=CC=C1)(C1=CC=CC=C1)(C(C)(C)C)OC[C@@H]1C([C@@](CC1)(C=O)C)(C)C ((1R,3S)-3-((tert-butyldiphenylsilyloxy)methyl)-1,2,2-trimethylcyclopentanecarbaldehyde). Yield: 80.8%. RXN SMILES: CN1CCOCC1.[Si:8]([O:25][CH2:26][C@H:27]1[CH2:31][CH2:30][C@:29]([CH2:33][OH:34])([CH3:32])[C:28]1([CH3:36])[CH3:35])([C:21]([CH3:24])([CH3:23])[CH3:22])([C:15]1[CH:20]=[CH:19][CH:18]=[CH:17][CH:16]=1)[C:9]1[CH:14]=[CH:13][CH:12]=[CH:11][CH:10]=1>C(Cl)Cl.[Ru]([O-])(=O)(=O)=O.C([N+](CCC)(CCC)CCC)CC>[Si:8]([O:25][CH2:26][C@H:27]1[CH2:31][CH2:30][C@@:29]([CH3:32])([CH:33]=[O:34])[C:28]1([CH3:36])[CH3:35])([C:21]([CH3:23])([CH3:24])[CH3:22])([C:15]1[CH:16]=[CH:17][CH:18]=[CH:19][CH:20]=1)[C:9]1[CH:10]=[CH:11][CH:12]=[CH:13][CH:14]=1 |f:3.4|. Reported procedure: A solution of 4-methylmorpholine (17.33 g, 148 mmol) in CH2Cl2 (400 mL) was dried over Mg2SO4 for 15 min and filtered into a round bottom flask containing ((1R,3S)-3-((tert-butyldiphenylsilyloxy)methyl)-1,2,2-trimethylcyclopentyl)methanol (40.5 g, 99 mmol). To the resulting clear solution was added 4 A° powdered molecular sieves (20 g), tetrapropylammonium perruthenate (TPAP) (0.693 g, 1.972 mmol) and stirred for 4 h at room temperature. The reaction was concentrated to ˜100 mL, diluted with hex... The reactants are CC1=C2C=C(NC2=CC=C1)C(=O)O (4-methyl-1H-indole-2-carboxylic acid), CO (methanol), S(O)(O)(=O)=O (sulfuric acid). The product is CC1=C2C=C(NC2=CC=C1)C(=O)OC (methyl 4-methyl-1H-indole-2-carboxylate). Reaction SMILES: [CH3:1][C:2]1[CH:10]=[CH:9][CH:8]=[C:7]2[C:3]=1[CH:4]=[C:5]([C:11]([OH:13])=[O:12])[NH:6]2.S(=O)(=O)(O)O.[CH3:19]O>>[CH3:1][C:2]1[CH:10]=[CH:9][CH:8]=[C:7]2[C:3]=1[CH:4]=[C:5]([C:11]([O:13][CH3:19])=[O:12])[NH:6]2. Procedure: Under an argon atmosphere 4-methyl-1H-indole-2-carboxylic acid (0.64 g, 3.65 mmol) was dissolved in 20 ml of methanol. Concentrated sulfuric acid (0.5 ml) was added and the resulting mixture was heated to reflux and maintained at this temperature overnight. The progress of the reaction was monitored by thin layer chromatography. Some solvent was removed in vacuo and the resulting crystals were removed by filtration. The solids were taken up in diethyl ether, washed twice with saturated sodium bi... Starting materials: BrC=1N=C(C=2N(C1)C=CN2)Br (6,8-dibromo-imidazo[1,2-a]pyrazine), N1N=CC2=CC(=CC=C12)N (1H-Indazol-5-ylamine). The solvent is C(C)#N (acetonitrile). Conditions: temperature 100 celsius. Yields the product BrC=1N=C(C=2N(C1)C=CN2)NC=2C=C1C=NNC1=CC2 ((6-Bromo-imidazo[1,2-a]pyrazin-8-yl)-(1H-indazol-5-yl)-amine). Reaction SMILES: [Br:1][C:2]1[N:3]=[C:4](Br)[C:5]2[N:6]([CH:8]=[CH:9][N:10]=2)[CH:7]=1.[NH:12]1[C:20]2[C:15](=[CH:16][C:17]([NH2:21])=[CH:18][CH:19]=2)[CH:14]=[N:13]1>C(#N)C>[Br:1][C:2]1[N:3]=[C:4]([NH:21][C:17]2[CH:16]=[C:15]3[C:20](=[CH:19][CH:18]=2)[NH:12][N:13]=[CH:14]3)[C:5]2[N:6]([CH:8]=[CH:9][N:10]=2)[CH:7]=1. Procedure: A mixture of 1.00 equivalent (eq.) of 6,8-dibromo-imidazo[1,2-a]pyrazine and 1.00 eq. of 1H-Indazol-5-ylamine are dissolved in acetonitrile and placed into a sealed tube and heated at 100° C. for 24 hours. The mixture is cooled to room temperature (RT) and partitioned between ethyl acetate (EtOAc) and saturated (sat.) NaHCO3. The aqueous phase is extracted with EtOAc and combined extracts are dried over Na2SO4. The solvent is removed under reduced pressure and the resulting residue is purified b... The reactants are CN(CCO)C(=O)OC(C)(C)C, ClCCl, c1ccc(P(c2ccccc2)c2ccccc2)cc1, c1nc[nH]n1. Product: CN(CCn1cncn1)C(=O)OC(C)(C)C. As a reaction SMILES: [CH3:1][N:2]([C:3](=[O:4])[O:5][C:6]([CH3:7])([CH3:8])[CH3:9])[CH2:10][CH2:11][OH:12].[Cl:37][CH2:38][Cl:39].[c:13]1([P:14]([c:15]2[cH:16][cH:17][cH:18][cH:19][cH:20]2)[c:21]2[cH:22][cH:23][cH:24][cH:25][cH:26]2)[cH:27][cH:28][cH:29][cH:30][cH:31]1.[nH:32]1[n:33][cH:34][n:35][cH:36]1>>[CH3:1][N:2]([C:3](=[O:4])[O:5][C:6]([CH3:7])([CH3:8])[CH3:9])[CH2:10][CH2:11][n:32]1[n:33][cH:34][n:35][cH:36]1. Starting materials: C([O-])([O-])=O.[Cs+].[Cs+] (Cesium carbonate), OC1=CC=C(C=C1)S(=O)(=O)N(CC(=O)OCC)CC(C)C (Ethyl 2-[[4-hydroxybenzenesulfonyl](isobutyl)amino]acetate), ICCCCCC (1-iodohexane). Solvent: CN(C=O)C (dimethylformamide). Reaction conditions: time 8 hour. Yields the product C(CCCCC)OC1=CC=C(C=C1)S(=O)(=O)N(CC(=O)OCC)CC(C)C (ethyl 2-[[4-hexyloxybenzenesulfonyl](isobutyl)amino]acetate). RXN SMILES: [OH:1][C:2]1[CH:7]=[CH:6][C:5]([S:8]([N:11]([CH2:18][CH:19]([CH3:21])[CH3:20])[CH2:12][C:13]([O:15][CH2:16][CH3:17])=[O:14])(=[O:10])=[O:9])=[CH:4][CH:3]=1.C(=O)([O-])[O-].[Cs+].[Cs+].I[CH2:29][CH2:30][CH2:31][CH2:32][CH2:33][CH3:34]>CN(C)C=O>[CH2:29]([O:1][C:2]1[CH:7]=[CH:6][C:5]([S:8]([N:11]([CH2:18][CH:19]([CH3:20])[CH3:21])[CH2:12][C:13]([O:15][CH2:16][CH3:17])=[O:14])(=[O:10])=[O:9])=[CH:4][CH:3]=1)[CH2:30][CH2:31][CH2:32][CH2:33][CH3:34] |f:1.2.3|. Reported procedure: Ethyl 2-[[4-hydroxybenzenesulfonyl](isobutyl)amino]acetate (1.0 g, 3.17 mmol) is dissolved in dimethylformamide (16 mL). Cesium carbonate (1.03 g, 3.17 mmol) is added, followed by 1-iodohexane (0.47 mL, 3.17 mmol), and the reaction is stirred overnight at room temperature. The reaction is then partitioned between water and ethyl acetate, the aqueous layer is extracted well with ethyl acetate, the combined organic layers are dried (Na2SO4), and the solvent is evaporated. The product is purified b... Reactants: Cl, CCOC(=O)c1cn(C)c2c(=O)oc3ccccc3c2c1=O, O. The product is Cn1cc(C(=O)O)c(=O)c2c3ccccc3oc(=O)c21. Reaction SMILES: [ClH:23].[O:1]=[c:2]1[c:3]2[c:4]([n:5]([CH3:13])[cH:6][c:7]1[C:8](=[O:9])[O:10][CH2:11][CH3:12])[c:14](=[O:22])[o:15][c:16]1[c:17]2[cH:18][cH:19][cH:20][cH:21]1.[OH2:24]>>[O:1]=[c:2]1[c:3]2[c:4]([n:5]([CH3:13])[cH:6][c:7]1[C:8](=[O:9])[OH:10])[c:14](=[O:22])[o:15][c:16]1[c:17]2[cH:18][cH:19][cH:20][cH:21]1. Starting materials: Cl (HCl), C(C)NC(=NS(=O)(=O)C=1C=C2CCN(C2=CC1)C(C)=O)N1N=CC(C1)CC (1-acetyl-2,3-dihydro-1H-indole-5-sulfonic acid ethylamino-(4-ethyl-4,5-dihydro-pyrazol-1-yl)-methyleneamide), C(=O)(O)[O-].[Na+] (NaHCO3). Run in CCO (EtOH). Reaction conditions: time 5 hour. Product: C(C)NC(=NS(=O)(=O)C=1C=C2CCNC2=CC1)N1N=CC(C1)CC (2,3-Dihydro-1H-indole-5-sulfonic acid ethylamino-(4-ethyl-4,5-dihydro-pyrazol-1-yl)-methyleneamide). The yield is 42.5%. Reaction SMILES: [CH2:1]([NH:3][C:4]([N:21]1[CH2:25][CH:24]([CH2:26][CH3:27])[CH:23]=[N:22]1)=[N:5][S:6]([C:9]1[CH:10]=[C:11]2[C:15](=[CH:16][CH:17]=1)[N:14](C(=O)C)[CH2:13][CH2:12]2)(=[O:8])=[O:7])[CH3:2].Cl.C([O-])(O)=O.[Na+]>CCO>[CH2:1]([NH:3][C:4]([N:21]1[CH2:25][CH:24]([CH2:26][CH3:27])[CH:23]=[N:22]1)=[N:5][S:6]([C:9]1[CH:10]=[C:11]2[C:15](=[CH:16][CH:17]=1)[NH:14][CH2:13][CH2:12]2)(=[O:7])=[O:8])[CH3:2] |f:2.3|. Reported procedure: 1.74 g 1-acetyl-2,3-dihydro-1H-indole-5-sulfonic acid ethylamino-(4-ethyl-4,5-dihydro-pyrazol-1-yl)-methyleneamide was dissolved in 100 mL EtOH, and 22.2 mL of 1M HCl was added. The mixture was stirred for 5 h. under reflux. After cooling to room temperature, the mixture was basified with a 5% NaHCO3 solution and extracted twice with DCM. The combined organic layers were dried over Na2SO4 and evaporated to dryness. The residue was purified by flash chromatography (DCM→DCM/EA 4:1) to give 0.66 g ...